From a dataset of the Open Reaction Database (ORD), a public repository of structured organic reaction records. describe an organic reaction: reactants, conditions, products, and yield Reactants: CC(C)(C)OO, C=CCOC(=O)CCC(C)(Cl)N=NC(C)(C)C, [K+], [Na+], [OH-], [OH-], O. The product is C=CCOC(=O)CCC(C)(N=NC(C)(C)C)OOC(C)(C)C. RXN SMILES: [C:3]([CH3:4])([CH3:5])([CH3:6])[O:7][OH:8].[C:9]([CH3:10])([CH3:11])([CH3:12])[N:13]=[N:14][C:15]([CH2:16][CH2:17][C:18](=[O:19])[O:20][CH2:21][CH:22]=[CH2:23])([CH3:24])[Cl:25].[K+:2].[Na+:27].[OH-:1].[OH-:26].[OH2:28]>>[C:3]([CH3:4])([CH3:5])([CH3:6])[O:7][O:8][C:15]([N:14]=[N:13][C:9]([CH3:10])([CH3:11])[CH3:12])([CH2:16][CH2:17][C:18](=[O:19])[O:20][CH2:21][CH:22]=[CH2:23])[CH3:24]. The reactants are COC(=O)C1=CC(=NO1)OCC=1C(=NOC1C)CCCC (3-(3-butyl-5-methyl-isoxazol-4-ylmethoxy)-isoxazole-5-carboxylic acid methyl ester), CN(N)C (N,N-dimethylhydrazine). Product: C(C)(C)N (isopropyl amine), CN(NC(=O)C1=CC(=NO1)OCC=1C(=NOC1C)CCCC)C (3-(3-Butyl-5-methyl-isoxazol-4-ylmethoxy)-isoxazole-5-carboxylic acid N′,N′-dimethyl-hydrazide). The yield is 201.2%. As a reaction SMILES: CO[C:3]([C:5]1[O:9][N:8]=[C:7]([O:10][CH2:11][C:12]2[C:13]([CH2:18][CH2:19][CH2:20][CH3:21])=[N:14][O:15][C:16]=2[CH3:17])[CH:6]=1)=[O:4].[CH3:22][N:23]([CH3:25])[NH2:24]>>[CH:13]([NH2:14])([CH3:18])[CH3:12].[CH3:22][N:23]([CH3:25])[NH:24][C:3]([C:5]1[O:9][N:8]=[C:7]([O:10][CH2:11][C:12]2[C:13]([CH2:18][CH2:19][CH2:20][CH3:21])=[N:14][O:15][C:16]=2[CH3:17])[CH:6]=1)=[O:4]. Procedure: As described for example 28, 3-(3-butyl-5-methyl-isoxazol-4-ylmethoxy)-isoxazole-5-carboxylic acid methyl ester (110 mg, 0.37 mmol), was converted using N,N-dimethylhydrazine (90 mg, 1.5 mmol), instead of isopropyl amine, to the title compound (120 mg, 99%) which was obtained as a colourless oil after purification by chromatography (silica, dichloromethane:methanol=1:0 to 9:1). MS: m/e=323.3 [M+H]+. Reactants: CC(C)(OC(=O)NC1=CC=C(OCC(=O)OCC)C=C1)C (ethyl (4-(1,1-dimethylethoxycarbonylamino)phenoxy)acetate), Cl (HCl). Run in CCOC(=O)C (EtOAc). Run at time 30 minute. The product is Cl.NC1=CC=C(OCC(=O)OCC)C=C1 (ethyl 4-aminophenoxyacetate, hydrochloride). The yield is 78.0%. As a reaction SMILES: CC(C)(OC([NH:7][C:8]1[CH:20]=[CH:19][C:11]([O:12][CH2:13][C:14]([O:16][CH2:17][CH3:18])=[O:15])=[CH:10][CH:9]=1)=O)C.[ClH:22]>CCOC(C)=O>[ClH:22].[NH2:7][C:8]1[CH:9]=[CH:10][C:11]([O:12][CH2:13][C:14]([O:16][CH2:17][CH3:18])=[O:15])=[CH:19][CH:20]=1 |f:3.4|. Procedure details: To a 500 mL round bottomed flask with a stirring bar and a gas dispersion tube was added ethyl (4-(1,1-dimethylethoxycarbonylamino)phenoxy)acetate (11.9 g, 40.29 mmol) and dry EtOAc. This solution was cooled in an ice bath and saturated with anhydrous HCl gas over 15 min. The resulting suspension was aged 30 min. at 0° C. The excess HCl was removed with a stream of argon and the EtOAc was removed in vacuo. The solid product was triturated with EtOAc, collected on a frit, and dried in vacuo at ro... Starting materials: CC(C(=O)NC(C(=O)N1CCC2NCC(COc3ccc(F)c(F)c3)C21)C(C)(C)C)N(C)C(=O)OC(C)(C)C, CS(=O)(=O)Cl, CN(C)c1ccncc1, CCN(C(C)C)C(C)C, ClCCl. The product is CC(C(=O)NC(C(=O)N1CCC2C1C(COc1ccc(F)c(F)c1)CN2S(C)(=O)=O)C(C)(C)C)N(C)C(=O)OC(C)(C)C. RXN SMILES: [C:1]([CH3:2])([CH3:3])([CH3:4])[O:5][C:6]([N:7]([CH3:8])[CH:9]([CH3:10])[C:11]([NH:12][CH:13]([C:14]([CH3:15])([CH3:16])[CH3:17])[C:18](=[O:19])[N:20]1[CH:21]2[CH:22]([CH2:23][CH2:24]1)[NH:25][CH2:26][CH:27]2[CH2:28][O:29][c:30]1[cH:31][c:32]([F:37])[c:33]([F:36])[cH:34][cH:35]1)=[O:38])=[O:39].[CH3:49][S:50]([Cl:51])(=[O:52])=[O:53].[CH3:57][N:58]([c:59]1[cH:60][cH:61][n:62][cH:63][cH:64]1)[CH3:65].[CH:40]([N:41]([CH2:42][CH3:43])[CH:44]([CH3:45])[CH3:46])([CH3:47])[CH3:48].[Cl:54][CH2:55][Cl:56]>>[C:1]([CH3:2])([CH3:3])([CH3:4])[O:5][C:6]([N:7]([CH3:8])[CH:9]([CH3:10])[C:11]([NH:12][CH:13]([C:14]([CH3:15])([CH3:16])[CH3:17])[C:18](=[O:19])[N:20]1[CH:21]2[CH:22]([CH2:23][CH2:24]1)[N:25]([S:50]([CH3:49])(=[O:52])=[O:53])[CH2:26][CH:27]2[CH2:28][O:29][c:30]1[cH:31][c:32]([F:37])[c:33]([F:36])[cH:34][cH:35]1)=[O:38])=[O:39].